describe an organic reaction: reactants, conditions, products, and yield From a dataset of the Open Reaction Database (ORD), a public repository of structured organic reaction records. The reactants are NC(=O)N1CCC(C(=O)O)CC1, CN(C(=O)c1ccc(C(F)(F)F)cn1)C1CCNCC1c1ccc(Cl)c(Cl)c1, Cl. Yields the product CN(C(=O)c1ccc(C(F)(F)F)cn1)C1CCN(C(=O)C2CCN(C(N)=O)CC2)CC1c1ccc(Cl)c(Cl)c1. RXN SMILES: [C:30]([NH2:31])(=[O:32])[N:33]1[CH2:34][CH2:35][CH:36]([C:39](=[O:40])[OH:41])[CH2:37][CH2:38]1.[Cl:2][c:3]1[cH:4][c:5]([CH:10]2[CH2:11][NH:12][CH2:13][CH2:14][CH:15]2[N:16]([C:17](=[O:18])[c:19]2[n:20][cH:21][c:22]([C:25]([F:26])([F:27])[F:28])[cH:23][cH:24]2)[CH3:29])[cH:6][cH:7][c:8]1[Cl:9].[ClH:1]>>[Cl:2][c:3]1[cH:4][c:5]([CH:10]2[CH2:11][N:12]([C:39]([CH:36]3[CH2:35][CH2:34][N:33]([C:30]([NH2:31])=[O:32])[CH2:38][CH2:37]3)=[O:40])[CH2:13][CH2:14][CH:15]2[N:16]([C:17](=[O:18])[c:19]2[n:20][cH:21][c:22]([C:25]([F:26])([F:27])[F:28])[cH:23][cH:24]2)[CH3:29])[cH:6][cH:7][c:8]1[Cl:9]. The reactants are C(=O)=O (CO2), HKCO3, C([O-])(O)=O (bicarbonate). Solvent: O (water), O (water). The product is C([O-])(O)=O (bicarbonate), C([O-])([O-])=O (carbonate), C(=O)=O (CO2). Reaction SMILES: [C:1](=[O:3])=[O:2].[C:4](=[O:7])([OH:6])[O-:5]>O>[C:4](=[O:5])([OH:7])[O-:6].[C:1](=[O:5])([O-:3])[O-:2].[C:1](=[O:3])=[O:2]. Procedure details: KO2 may be more stable, up to at least 698 K [E. I. Skovnin, 1962, Inorganic Academy of Sciences, USSR] and some researchers reported a higher stability of KO2 (only melting at 763 to 803 K [I. V. Aksenova, 1965, Inorganic Academy of Sciences, USSR]), but HKCO3 is not very stable about 14° C. Since system 800 may transfer CO2 entering carbon dioxide capture reactor 522 accompanied by some gaseous water, bicarbonate may form. However, such bicarbonate may be produced in equilibrium with its own d... Starting materials: [H-].[Al+3].[Li+].[H-].[H-].[H-] (lithium aluminum hydride), O (water), OCCNC(=O)C1CN(C(C1)=O)CC1=CC=CC=C1 (N-(2-hydroxyethyl)-5-oxo-1-(phenylmethyl)-3-pyrrolidinecarboxamide), O (water), [OH-].[Na+] (sodium hydroxide). The solvent is O1CCCC1 (tetrahydrofuran), O1CCCC1 (tetrahydrofuran). Yields the product C1(=CC=CC=C1)CN1CC(CC1)CNCCO (2-[[[1-(phenylmethyl)-3-pyrrolidinyl]methyl]amino]ethanol). The yield is 77.5%. RXN SMILES: [OH:1][CH2:2][CH2:3][NH:4][C:5]([CH:7]1[CH2:11][C:10](=O)[N:9]([CH2:13][C:14]2[CH:19]=[CH:18][CH:17]=[CH:16][CH:15]=2)[CH2:8]1)=O.[H-].[Al+3].[Li+].[H-].[H-].[H-].O.[OH-].[Na+]>O1CCCC1>[C:14]1([CH2:13][N:9]2[CH2:10][CH2:11][CH:7]([CH2:5][NH:4][CH2:3][CH2:2][OH:1])[CH2:8]2)[CH:15]=[CH:16][CH:17]=[CH:18][CH:19]=1 |f:1.2.3.4.5.6,8.9|. Reported procedure: A mixture of 46.66 g (0.178 mole) of N-(2-hydroxyethyl)-5-oxo-1-(phenylmethyl)-3-pyrrolidinecarboxamide in 200 ml of tetrahydrofuran was added dropwise to a slurry of 20.25 g (0.534 mole) of lithium aluminum hydride in 150 ml tetrahydrofuran. The reaction was refluxed three hours, then cooled in an ice bath. The work up consisted of sequential addition of 20 ml water, 20 ml 15% sodium hydroxide then 60 ml water. The reaction was filtered and the precipitate washed with ethanol. The filtrate was ... Reactants: CC=1C(=NC=C(N1)C(F)(F)F)N[C@@H]1[C@H](CCC1)NC(=O)C1=NC=CC=C1N1N=CC=N1 (N-[(1S,2S)-2-{[3-Methyl-5-(trifluoromethyl)pyrazin-2-yl]amino}cyclopentyl]-3-(2H-1,2,3-triazol-2-yl)pyridine-2-carboxamide), N1=C(N=CC=C1)C1=C(C(=O)O)C=CC=C1 (2-(pyrimidin-2-yl)benzoic acid), Cl.CN([C@@H]1[C@H](CCC1)N)C1=NC=C(N=C1)C(F)(F)F ((1S,2S)-1-N-methyl-1-N-[5-(trifluoromethyl)pyrazin-2-yl]cyclopentane-1,2-diamine hydrochloride), Cl.CN([C@@H]1[C@H](CCC1)N)C1=NC=C(N=C1)C(F)(F)F ((1S,2S)-1-N-methyl-1-N-[5-(trifluoromethyl)pyrazin-2-yl]cyclopentane-1,2-diamine hydrochloride). Yields the product CC=1C(=NC=C(N1)C(F)(F)F)N[C@@H]1[C@H](CCC1)NC(C1=C(C=CC=C1)C1=NC=CC=N1)=O (N-[(1S,2S)-2-{[3-Methyl-5-(trifluoromethyl)pyrazin-2-yl]amino}cyclopentyl]-2-(pyrimidin-2-yl)benzamide). RXN SMILES: [CH3:1][C:2]1[C:3]([NH:12][C@H:13]2[CH2:17][CH2:16][CH2:15][C@@H:14]2[NH:18][C:19]([C:21]2[C:26](N3N=CC=N3)=[CH:25][CH:24]=[CH:23]N=2)=[O:20])=[N:4][CH:5]=[C:6]([C:8]([F:11])([F:10])[F:9])[N:7]=1.Cl.C[N:34]([C:41]1[CH:46]=N[C:44]([C:47](F)(F)F)=[CH:43][N:42]=1)[C@H]1CCC[C@@H]1N.N1C=CC=NC=1C1C=CC=CC=1C(O)=O>>[CH3:1][C:2]1[C:3]([NH:12][C@H:13]2[CH2:17][CH2:16][CH2:15][C@@H:14]2[NH:18][C:19](=[O:20])[C:21]2[CH:26]=[CH:25][CH:24]=[CH:23][C:46]=2[C:41]2[N:34]=[CH:47][CH:44]=[CH:43][N:42]=2)=[N:4][CH:5]=[C:6]([C:8]([F:10])([F:11])[F:9])[N:7]=1 |f:1.2|. Procedure details: Prepared according to the procedure for N-[(1S,2S)-2-{ [3-methyl-5-(trifluoromethyl)pyrazin-2-yl]amino}cyclopentyl]-3-(2H-1,2,3-triazol-2-yl)pyridine-2-carboxamide (Example 76) from (1S,2S)-1-N-methyl-1-N-[5-(trifluoromethyl)pyrazin-2-yl]cyclopentane-1,2-diamine hydrochloride (Intermediate 23; 60 mg, 0.20 mmol) and 2-(pyrimidin-2-yl)benzoic acid (CAS number 400892-62-8; 41 mg, 0.20 mmol) except this was purified only by column chromatography (silica, 0 to 100% ethyl acetate/petrol) to afford the...